Dataset: the Open Reaction Database (ORD), a public repository of structured organic reaction records. Task: describe an organic reaction: reactants, conditions, products, and yield Starting materials: FC=1C=C(C(=O)O)C=CC1[N+](=O)[O-] (3-fluoro-4-nitrobenzoic acid), CNCC1=C(C=C(C=C1)Cl)Cl (N-methyl-2,4-dichlorobenzylamine), C([O-])([O-])=O.[Na+].[Na+] (sodium carbonate). Run in CN(C=O)C (N,N-dimethylformamide). Run at temperature 100 celsius, time 14 hour. Yields the product CN(C=1C=C(C(=O)O)C=CC1[N+](=O)[O-])CC1=C(C=C(C=C1)Cl)Cl (3-(N-methyl-2,4-dichlorobenzylamino)-4-nitrobenzoic acid). The yield is 44.3%. RXN SMILES: F[C:2]1[CH:3]=[C:4]([CH:8]=[CH:9][C:10]=1[N+:11]([O-:13])=[O:12])[C:5]([OH:7])=[O:6].[CH3:14][NH:15][CH2:16][C:17]1[CH:22]=[CH:21][C:20]([Cl:23])=[CH:19][C:18]=1[Cl:24].C(=O)([O-])[O-].[Na+].[Na+]>CN(C)C=O>[CH3:14][N:15]([CH2:16][C:17]1[CH:22]=[CH:21][C:20]([Cl:23])=[CH:19][C:18]=1[Cl:24])[C:2]1[CH:3]=[C:4]([CH:8]=[CH:9][C:10]=1[N+:11]([O-:13])=[O:12])[C:5]([OH:7])=[O:6] |f:2.3.4|. Procedure: A solution of 10 ml N,N-dimethylformamide containing 3-fluoro-4-nitrobenzoic acid (1.00 g), N-methyl-2,4-dichlorobenzylamine (1.54 g) and sodium carbonate (1.15 g) was stirred at 100° C. for 14 hours. The reaction mixture was extracted using water and ethyl acetate with stirring. The organic layer was separated and concentrated, and then methanol was added to the resulting residue. After removal of an insoluble material, the solvent was evaporated. The resulting residue was purified by silica-ge... The reactants are Cl (hydrochloric acid), C(CCCCCCCCCCCCCCCCC)N(C1=CC=C(C=C1)[N+](=O)[O-])C (N-octadecylmethyl-p-nitroaniline), C(C)O (ethyl alcohol). Product: C(CCCCCCCCCCCCCCCCC)NC1=CC=C(C=C1)NC (N-octadecylmethyl-p-phenylenediamine). RXN SMILES: Cl.[CH2:2]([N:20](C)[C:21]1[CH:26]=[CH:25][C:24]([N+:27]([O-])=O)=[CH:23][CH:22]=1)[CH2:3][CH2:4][CH2:5][CH2:6][CH2:7][CH2:8][CH2:9][CH2:10][CH2:11][CH2:12][CH2:13][CH2:14][CH2:15][CH2:16][CH2:17][CH2:18][CH3:19].[CH2:31](O)C>>[CH2:2]([NH:20][C:21]1[CH:22]=[CH:23][C:24]([NH:27][CH3:31])=[CH:25][CH:26]=1)[CH2:3][CH2:4][CH2:5][CH2:6][CH2:7][CH2:8][CH2:9][CH2:10][CH2:11][CH2:12][CH2:13][CH2:14][CH2:15][CH2:16][CH2:17][CH2:18][CH3:19]. Procedure details: 100 ml 2N hydrochloric acid is added to a solution of which 60.6 g (0.15 mol) N, N-octadecylmethyl-p-nitroaniline is dissolved into 500 ml ethyl alcohol. 52.5 g (0.13 mol) N, N-octadecylmethyl-p-phenylenediamine is obtained after adding 48.8 g (0.75 mol) zinc dust to the solution and heat and reflux it for one hour. Reactants: ClC1=NC=C(C(=O)Cl)C=C1 (6-chloronicotinoyl chloride), NC1=C(C(=O)OC)C=C(C=C1)Cl (methyl 2-amino-5-chlorobenzoate). Product: ClC1=CC=C(C=N1)C(=O)NC1=C(C=C(C=C1)Cl)C(=O)OC (6-Chloro-N-(4-chloro-2-methoxycarbonylphenyl)-3-pyridinecarboxamide). As a reaction SMILES: [Cl:1][C:2]1[CH:10]=[CH:9][C:5]([C:6](Cl)=[O:7])=[CH:4][N:3]=1.[NH2:11][C:12]1[CH:21]=[CH:20][C:19]([Cl:22])=[CH:18][C:13]=1[C:14]([O:16][CH3:17])=[O:15]>>[Cl:1][C:2]1[N:3]=[CH:4][C:5]([C:6]([NH:11][C:12]2[CH:21]=[CH:20][C:19]([Cl:22])=[CH:18][C:13]=2[C:14]([O:16][CH3:17])=[O:15])=[O:7])=[CH:9][CH:10]=1. Procedure details: The title compound was prepared from 6-chloronicotinoyl chloride and methyl 2-amino-5-chlorobenzoate as a white solid as described in Example 1. 1H NMR (CDCl3): 12.13 (s, 1H), 9.06 (d, J=3.0, 1H), 8.86 (d, J=9.3, 1H), 8.29-8.25 (m, 1H), 8.08 (d, J=2.4, 1H), 7.60-7.57 (m, 1H), 7.50 (d, J=8.4, 1H), 3.99 (s, 3H). Reactants: NC=1C=C(C=CC1)C1=C(C=NC2=C(C=CC=C12)C(F)(F)F)C(=O)C1=CC=CC=C1 ([4-(3-amino-phenyl)-8-trifluoromethyl-quinolin-3-yl]-phenyl-methanone), C(=O)C1=CC=C(C=C1)C1=CC=C(C=C1)CC(=O)O ((4′-formyl-biphenyl-4-yl)-acetic acid). Yields the product C(C1=CC=CC=C1)(=O)C=1C=NC2=C(C=CC=C2C1C=1C=C(C=CC1)NCC1=CC=C(C=C1)C1=CC=C(C=C1)CC(=O)O)C(F)(F)F ({4′-[({3-[3-BENZOYL-8-(TRIFLUOROMETHYL)QUINOLIN-4-YL]PHENYL}AMINO)METHYL]-1,1′-BIPHENYL-4-YL}ACETIC ACID). As a reaction SMILES: [NH2:1][C:2]1[CH:3]=[C:4]([C:8]2[C:17]3[C:12](=[C:13]([C:18]([F:21])([F:20])[F:19])[CH:14]=[CH:15][CH:16]=3)[N:11]=[CH:10][C:9]=2[C:22]([C:24]2[CH:29]=[CH:28][CH:27]=[CH:26][CH:25]=2)=[O:23])[CH:5]=[CH:6][CH:7]=1.[CH:30]([C:32]1[CH:37]=[CH:36][C:35]([C:38]2[CH:43]=[CH:42][C:41]([CH2:44][C:45]([OH:47])=[O:46])=[CH:40][CH:39]=2)=[CH:34][CH:33]=1)=O>>[C:22]([C:9]1[CH:10]=[N:11][C:12]2[C:17]([C:8]=1[C:4]1[CH:3]=[C:2]([NH:1][CH2:30][C:32]3[CH:37]=[CH:36][C:35]([C:38]4[CH:43]=[CH:42][C:41]([CH2:44][C:45]([OH:47])=[O:46])=[CH:40][CH:39]=4)=[CH:34][CH:33]=3)[CH:7]=[CH:6][CH:5]=1)=[CH:16][CH:15]=[CH:14][C:13]=2[C:18]([F:21])([F:19])[F:20])(=[O:23])[C:24]1[CH:25]=[CH:26][CH:27]=[CH:28][CH:29]=1. Reported procedure: The title compound was prepared from [4-(3-amino-phenyl)-8-trifluoromethyl-quinolin-3-yl]-phenyl-methanone and (4′-formyl-biphenyl-4-yl)-acetic acid according to the procedure of Example 66. MS (ES) m/z 617.2. The reactants are O=C([O-])[O-], O=[N+]([O-])c1cc(OCc2ccccc2)ccc1Cl, CCOC(C)=O, [K+], [K+], CN(C)C=O, CCCCC(CC)COC(=O)CCS. Yields the product CCCCC(CC)COC(=O)CCSc1ccc(OCc2ccccc2)cc1[N+](=O)[O-]. As a reaction SMILES: [C:33](=[O:34])([O-:35])[O-:36].[CH2:1]([c:2]1[cH:3][cH:4][cH:5][cH:6][cH:7]1)[O:8][c:9]1[cH:10][c:11]([N+:16](=[O:17])[O-:18])[c:12]([Cl:15])[cH:13][cH:14]1.[CH3:44][CH2:45][O:46][C:47](=[O:48])[CH3:49].[K+:37].[K+:38].[O:39]=[CH:40][N:41]([CH3:42])[CH3:43].[SH:19][CH2:20][CH2:21][C:22](=[O:23])[O:24][CH2:25][CH:26]([CH2:27][CH2:28][CH2:29][CH3:30])[CH2:31][CH3:32]>>[CH2:1]([c:2]1[cH:3][cH:4][cH:5][cH:6][cH:7]1)[O:8][c:9]1[cH:10][c:11]([N+:16](=[O:17])[O-:18])[c:12]([S:19][CH2:20][CH2:21][C:22](=[O:23])[O:24][CH2:25][CH:26]([CH2:27][CH2:28][CH2:29][CH3:30])[CH2:31][CH3:32])[cH:13][cH:14]1. The reactants are BrC(C)C=1C=C2N=CC=NC2=CC1 (6-(1-Bromo-ethyl)-quinoxaline), C(C)(C)N(CC)C(C)C (diisopropylethylamine), C(C)(C)(C)C1=CC=C(C=C1)C1=NC2=C(N1)C=CC=C2N2CCNCC2 (2-(4-tert-Butyl-phenyl)-4-piperazin-1-yl-1H-benzoimidazole). Run in CN1C(CCC1)=O (N-methyl-pyrrolidinone), C(C)(=O)OCC (ethyl acetate). Run at time 8 hour. The product is C(C)(C)(C)C1=CC=C(C=C1)C1=NC2=C(N1)C=CC=C2N2CCN(CC2)C(C)C=2C=C1N=CC=NC1=CC2 (6-(1-{4-[2-(4-tert-Butyl-phenyl)-1H-benzoimidazol-4-yl]-piperazin-1-yl}-ethyl)-quinoxaline). Isolated yield 92.2%. Reaction SMILES: Br[CH:2]([C:4]1[CH:5]=[C:6]2[C:11](=[CH:12][CH:13]=1)[N:10]=[CH:9][CH:8]=[N:7]2)[CH3:3].C(N(C(C)C)CC)(C)C.[C:23]([C:27]1[CH:32]=[CH:31][C:30]([C:33]2[NH:37][C:36]3[CH:38]=[CH:39][CH:40]=[C:41]([N:42]4[CH2:47][CH2:46][NH:45][CH2:44][CH2:43]4)[C:35]=3[N:34]=2)=[CH:29][CH:28]=1)([CH3:26])([CH3:25])[CH3:24]>CN1CCCC1=O.C(OCC)(=O)C>[C:23]([C:27]1[CH:28]=[CH:29][C:30]([C:33]2[NH:37][C:36]3[CH:38]=[CH:39][CH:40]=[C:41]([N:42]4[CH2:47][CH2:46][N:45]([CH:2]([C:4]5[CH:5]=[C:6]6[C:11](=[CH:12][CH:13]=5)[N:10]=[CH:9][CH:8]=[N:7]6)[CH3:3])[CH2:44][CH2:43]4)[C:35]=3[N:34]=2)=[CH:31][CH:32]=1)([CH3:26])([CH3:24])[CH3:25]. Procedure: To a solution of 6-(1-Bromo-ethyl)-quinoxaline (0.2 g,0.084 mMol) in N-methyl-pyrrolidinone (3 mL) and diisopropylethylamine (0.029 mL, 0.1 7 mMol) was added 2-(4-tert-Butyl-phenyl)-4-piperazin-1-yl-1H-benzoimidazole (0.028 g, 0.084 mMol) and the mixture stirred overnight. Upon arrival the solution was diluted with ethyl acetate (200 mL) and washed with water (4×75mL) and brine (75 mL). The organic layer was dried (MgSO4), filtered, and concentrated to dryness on a rotary evaporator. Purificatio...